From a dataset of the Open Reaction Database (ORD), a public repository of structured organic reaction records. describe an organic reaction: reactants, conditions, products, and yield Starting materials: Br, COc1cc(C(=O)c2ccccc2F)ccc1OCc1ccccc1, CC(=O)O. Product: COc1cc(C(=O)c2ccccc2F)ccc1O. As a reaction SMILES: [BrH:1].[CH2:2]([c:3]1[cH:4][cH:5][cH:6][cH:7][cH:8]1)[O:9][c:10]1[c:11]([O:25][CH3:26])[cH:12][c:13]([C:14](=[O:15])[c:16]2[c:17]([F:22])[cH:18][cH:19][cH:20][cH:21]2)[cH:23][cH:24]1.[CH3:27][C:28](=[O:29])[OH:30]>>[OH:9][c:10]1[c:11]([O:25][CH3:26])[cH:12][c:13]([C:14](=[O:15])[c:16]2[c:17]([F:22])[cH:18][cH:19][cH:20][cH:21]2)[cH:23][cH:24]1. Starting materials: CCOC(=O)CBr, O=C([O-])[O-], CC#N, [I-], [K+], [K+], [K+], OCC1CCCc2c(O)cccc21. The product is CCOC(=O)COc1cccc2c1CCCC2CO. Reaction SMILES: [Br:14][CH2:15][C:16](=[O:17])[O:18][CH2:19][CH3:20].[C:23](=[O:24])([O-:25])[O-:26].[CH3:29][C:30]#[N:31].[I-:22].[K+:21].[K+:27].[K+:28].[OH:1][c:2]1[c:3]2[c:8]([cH:9][cH:10][cH:11]1)[CH:7]([CH2:12][OH:13])[CH2:6][CH2:5][CH2:4]2>>[O:1]([c:2]1[c:3]2[c:8]([cH:9][cH:10][cH:11]1)[CH:7]([CH2:12][OH:13])[CH2:6][CH2:5][CH2:4]2)[CH2:15][C:16](=[O:17])[O:18][CH2:19][CH3:20]. Starting materials: [N+](=O)([O-])C1=C(C=O)C=CC=C1 (o-nitrobenzaldehyde), C(C)OC(CC(=O)C(=O)OCC)=O (oxalacetic acid diethyl ester), C(C)OC(C(CC(=O)OCC)=N)=O (iminosuccinic acid diethyl ester), alcohol. Yields the product C(C)OC(=O)C=1NC(=C(C(C1C(=O)OCC)C1=C(C=CC=C1)[N+](=O)[O-])C(=O)OCC)C(=O)OCC (4-(2'-Nitrophenyl)-1,4-dihydropyridine-2,3,5,6-tetracarboxylic acid tetraethyl ester). RXN SMILES: [N+:1]([C:4]1[CH:11]=[CH:10][CH:9]=[CH:8][C:5]=1[CH:6]=O)([O-:3])=[O:2].[CH2:12]([O:14][C:15](=[O:24])[CH2:16][C:17]([C:19]([O:21][CH2:22][CH3:23])=[O:20])=O)[CH3:13].[CH2:25]([O:27][C:28](=[O:37])[C:29](=[NH:36])[CH2:30][C:31]([O:33][CH2:34][CH3:35])=[O:32])[CH3:26]>>[CH2:22]([O:21][C:19]([C:17]1[NH:36][C:29]([C:28]([O:27][CH2:25][CH3:26])=[O:37])=[C:30]([C:31]([O:33][CH2:34][CH3:35])=[O:32])[CH:6]([C:5]2[CH:8]=[CH:9][CH:10]=[CH:11][C:4]=2[N+:1]([O-:3])=[O:2])[C:16]=1[C:15]([O:14][CH2:12][CH3:13])=[O:24])=[O:20])[CH3:23]. Procedure details: A solution of 7.5 g of o-nitrobenzaldehyde, 9.5 g of oxalacetic acid diethyl ester and 9.4 g of iminosuccinic acid diethyl ester in 30 ccs of alcohol is heated under reflux overnight and subsequently cooled. After filtration, light yellow crystals of melting point 109° (ethanol) are obtained.